This data is from the Open Reaction Database (ORD), a public repository of structured organic reaction records. The task is: describe an organic reaction: reactants, conditions, products, and yield Yields the product CC1CC(Cn2cncn2)(c2ccc(F)cc2F)O1. RXN SMILES: [CH2:26]([Mg+:27])[CH:28]=[CH2:29].[Cl-:25].[F:1][c:2]1[c:3]([C:9]([CH2:10][n:11]2[n:12][cH:13][n:14][cH:15]2)([CH2:16][CH:17]([CH3:18])[O:19][S:20]([CH3:21])(=[O:22])=[O:23])[OH:24])[cH:4][cH:5][c:6]([F:8])[cH:7]1>>[F:1][c:2]1[c:3]([C:9]2([CH2:10][n:11]3[n:12][cH:13][n:14][cH:15]3)[CH2:16][CH:17]([CH3:18])[O:24]2)[cH:4][cH:5][c:6]([F:8])[cH:7]1. Reactants: C=CC[Mg+], [Cl-], CC(CC(O)(Cn1cncn1)c1ccc(F)cc1F)OS(C)(=O)=O. Starting materials: C(C)(C)(C)OC(=O)N1[C@H](CCCC1)C1=NC(=NO1)C1=CC=C(C=C1)OC ((R)-2-[3-(4-Methoxy-phenyl)-[1,2,4]oxadiazol-5-yl]-piperidine-1-carboxylic acid tert-butyl ester), FC(C(=O)O)(F)F (trifluoroacetic acid). Yields the product FC(C(=O)O)(F)F.COC1=CC=C(C=C1)C1=NOC(=N1)[C@@H]1NCCCC1 ((R)-2-[3-(4-Methoxy-phenyl)-[1,2,4]oxadiazol-5-yl]-piperidine trifluoroacetate). Reaction SMILES: C(OC([N:8]1[CH2:13][CH2:12][CH2:11][CH2:10][C@@H:9]1[C:14]1[O:18][N:17]=[C:16]([C:19]2[CH:24]=[CH:23][C:22]([O:25][CH3:26])=[CH:21][CH:20]=2)[N:15]=1)=O)(C)(C)C.[F:27][C:28]([F:33])([F:32])[C:29]([OH:31])=[O:30]>>[F:27][C:28]([F:33])([F:32])[C:29]([OH:31])=[O:30].[CH3:26][O:25][C:22]1[CH:21]=[CH:20][C:19]([C:16]2[N:15]=[C:14]([C@H:9]3[CH2:10][CH2:11][CH2:12][CH2:13][NH:8]3)[O:18][N:17]=2)=[CH:24][CH:23]=1 |f:2.3|. Procedure details: Crude material from step 2 was treated with neat trifluoroacetic acid (TFA) at room temperature for 1 h. The TFA was evaporated. The crude product not further characterized. Starting materials: BrC1=CC(=C(C=C1)C(F)(F)F)Cl (4-bromo-2-chloro-1-(trifluoromethyl)benzene), C(C=C)(=O)OCC (ethyl acrylate), C(=O)([O-])[O-].[K+].[K+] (K2CO3). Reagents/catalysts: CC(=O)[O-].CC(=O)[O-].[Pd+2] (Pd(OAc)2), C1CN2CCN1CC2 (DABCO). The solvent is CN(C)C=O (DMF). Conditions: temperature 110 celsius, time 1 hour. Product: ClC=1C=C(C=CC1C(F)(F)F)C=CC(=O)OCC (ethyl 3-(3-chloro-4-(trifluoromethyl)phenyl)acrylate). Isolated yield 93.5%. As a reaction SMILES: Br[C:2]1[CH:7]=[CH:6][C:5]([C:8]([F:11])([F:10])[F:9])=[C:4]([Cl:12])[CH:3]=1.[C:13]([O:17][CH2:18][CH3:19])(=[O:16])[CH:14]=[CH2:15].C([O-])([O-])=O.[K+].[K+]>CN(C=O)C.CC([O-])=O.CC([O-])=O.[Pd+2].C1N2CCN(CC2)C1>[Cl:12][C:4]1[CH:3]=[C:2]([CH:15]=[CH:14][C:13]([O:17][CH2:18][CH3:19])=[O:16])[CH:7]=[CH:6][C:5]=1[C:8]([F:11])([F:10])[F:9] |f:2.3.4,6.7.8|. Procedure details: DABCO (86.4 mg, 0.7 mmol), Pd(OAc)2 (86.5 mg, 0.38 mmol), 4-bromo-2-chloro-1-(trifluoromethyl)benzene (5.0 g, 19.2 mmol) and ethyl acrylate (2.86 g, 28.9 mmol) were added to a stirred solution of K2CO3 (2.6 g, 19.27 mmol) in DMF degassed previously for 20 minutes. The resulting mixture was stirred for 1 hour at 110° C. The reaction was monitored by TLC (5% ethyl acetate in hexane). Purification by column chromatography on silica gel (5% ethyl acetate in hexane) afforded 5.0 g of the product (94.... Reactants: Cc1ccccc1N1CCc2c(Cl)nc3c(C)cccc3c21, C[S-], CC(C)O, [Na+]. Product: CSc1nc2c(C)cccc2c2c1CCN2c1ccccc1C. Reaction SMILES: [CH3:1][c:2]1[c:3]([N:8]2[CH2:9][CH2:10][c:11]3[c:12]([Cl:22])[n:13][c:14]4[c:15]([CH3:21])[cH:16][cH:17][cH:18][c:19]4[c:20]32)[cH:4][cH:5][cH:6][cH:7]1.[CH3:23][S-:24].[CH3:26][CH:27]([OH:28])[CH3:29].[Na+:25]>>[CH3:1][c:2]1[c:3]([N:8]2[CH2:9][CH2:10][c:11]3[c:12]([S:24][CH3:23])[n:13][c:14]4[c:15]([CH3:21])[cH:16][cH:17][cH:18][c:19]4[c:20]32)[cH:4][cH:5][cH:6][cH:7]1.